Dataset: the Open Reaction Database (ORD), a public repository of structured organic reaction records. Task: describe an organic reaction: reactants, conditions, products, and yield Reactants: O1NC(NC(C1)=S)=O (6H-1,2,4-oxadiazin-3(2H)-one-5(4H)-thione), C(CCCCCCC\C=C/CCCCCCCC)N (oleylamine). Conditions: time 17 hour. Yields the product C(CCC=CCCCCCCCCCCCCC)NC1=NC(NOC1)=O (5-(4-octadecenylamino)-6H-1,2,4-oxadiazin-3(2H)-one). Isolated yield 16.4%. Reaction SMILES: [O:1]1[CH2:6][C:5](=S)[NH:4][C:3](=[O:8])[NH:2]1.[CH2:9]([NH2:27])[CH2:10][CH2:11][CH2:12][CH2:13][CH2:14][CH2:15][CH2:16]/[CH:17]=[CH:18]\[CH2:19][CH2:20][CH2:21][CH2:22][CH2:23][CH2:24][CH2:25][CH3:26]>>[CH2:9]([NH:27][C:5]1[CH2:6][O:1][NH:2][C:3](=[O:8])[N:4]=1)[CH2:10][CH2:11][CH:12]=[CH:13][CH2:14][CH2:15][CH2:16][CH2:17][CH2:18][CH2:19][CH2:20][CH2:21][CH2:22][CH2:23][CH2:24][CH2:25][CH3:26]. Procedure: To 0.66 g (0.005 mole) of 6H-1,2,4-oxadiazin-3(2H)-one-5(4H)-thione dissolved in 10 ml of freshly distilled dry dioxane is added 1.33 g (0.0051 mole) of oleylamine. The reaction mixture is stirred for 17 hours at room temperature and the crystalline material filtered, washed with additional dry dioxane and chloroform, and dried to give 0.3 g (16 percent) of 5-(4-octadecenylamino)-6H-1,2,4-oxadiazin-3(2H)-one. Starting materials: C=1C=C(C=C(C1)C)C. The reagents and catalysts are O1B(OC(C)(C)C1(C)C)B2OC(C)(C)C(O2)(C)C, CC(C)[PH]1(C(C)C)Cc2cccc3n2->[Co]1(C[Si](C)(C)C)[PH](C(C)C)(C(C)C)C3. Solvent: O1CCCC1. Run at temperature 80 celsius, time 43 hour. Product: O1B(OC(C)(C)C1(C)C)C=2C=C(C=C(C2)C)C. The yield is 11.0%. Starting materials: solution, FC1=CC=C(C=C1)[Mg]Br (4-fluorophenylmagnesium bromide), C(C)(=O)C1CC1 (acetylcyclopropane), O (water), C(C)(=O)OCC (ethyl acetate). Run in O1CCCC1 (tetrahydrofuran), C(C)OCC (diethyl ether). Reaction conditions: temperature 0 celsius, time 1 hour. Product: C1(CC1)C(C)(O)C1=CC=C(C=C1)F (1-Cyclopropyl-1-(4-fluorophenyl)ethanol). RXN SMILES: [C:1]([CH:4]1[CH2:6][CH2:5]1)(=[O:3])[CH3:2].[F:7][C:8]1[CH:13]=[CH:12][C:11]([Mg]Br)=[CH:10][CH:9]=1.O.C(OCC)(=O)C>C(OCC)C.O1CCCC1>[CH:4]1([C:1]([C:11]2[CH:12]=[CH:13][C:8]([F:7])=[CH:9][CH:10]=2)([OH:3])[CH3:2])[CH2:6][CH2:5]1. Procedure details: 0.50 g (5.94 mmol) of acetylcyclopropane was dissolved at 0° C. in 5 ml of diethyl ether, and 8.9 ml (8.91 mmol) of a 1N solution of 4-fluorophenylmagnesium bromide in tetrahydrofuran were slowly added dropwise. Stirring at 0° C. for 1 h was followed by warming to RT, and the reaction solution was mixed with water and ethyl acetate, and the phases were separated. The organic phase was washed with saturated aqueous sodium chloride solution and dried over sodium sulfate, and the solvents were remo... Starting materials: [Na+].[I-] (NaI), C1(=C(C=CC=C1)P(C1=C(C=CC=C1)C)C1=C(C=CC=C1)C)C (tri-o-tolylphosphine), C(#N)C1=C(CBr)C=CC=C1 (2-cyanobenzyl bromide), C(C1=CC=CC=C1)OC1=C(C=CC(=C1)I)N1CC(N(S1(=O)=O)CC[Si](C)(C)C)=O (5-(2-benzyloxy-4-iodophenyl)-1,1-dioxo-2-(2-trimethylsilanylethyl)-1,2,5-thiadiazolidin-3-one). The reagents and catalysts are [Zn] (Zinc), C=1C=CC(=CC1)/C=C/C(=O)/C=C/C2=CC=CC=C2.C=1C=CC(=CC1)/C=C/C(=O)/C=C/C2=CC=CC=C2.C=1C=CC(=CC1)/C=C/C(=O)/C=C/C2=CC=CC=C2.[Pd].[Pd] (Pd2(dba)3). Run in CN(C)C=O (DMF), CCOC(=O)C (EtOAc). Run at time 30 minute. Product: C(C1=CC=CC=C1)OC=1C=C(CC2=C(C#N)C=CC=C2)C=CC1N1S(N(C(C1)=O)CC[Si](C)(C)C)(=O)=O (2-{3-Benzyloxy-4-[1,1,4-trioxo-5-(2-trimethylsilanylethyl)-1,2,5-thiadiazolidin-2-yl]-benzyl}-benzonitrile). Reaction SMILES: [Na+].[I-].[C:3]([C:5]1[CH:12]=[CH:11][CH:10]=[CH:9][C:6]=1[CH2:7]Br)#[N:4].C1(C)C=CC=CC=1P(C1C=CC=CC=1C)C1C=CC=CC=1C.[CH2:35]([O:42][C:43]1[CH:48]=[C:47](I)[CH:46]=[CH:45][C:44]=1[N:50]1[S:54](=[O:56])(=[O:55])[N:53]([CH2:57][CH2:58][Si:59]([CH3:62])([CH3:61])[CH3:60])[C:52](=[O:63])[CH2:51]1)[C:36]1[CH:41]=[CH:40][CH:39]=[CH:38][CH:37]=1>CN(C=O)C.CCOC(C)=O.[Zn].C1C=CC(/C=C/C(/C=C/C2C=CC=CC=2)=O)=CC=1.C1C=CC(/C=C/C(/C=C/C2C=CC=CC=2)=O)=CC=1.C1C=CC(/C=C/C(/C=C/C2C=CC=CC=2)=O)=CC=1.[Pd].[Pd]>[CH2:35]([O:42][C:43]1[CH:48]=[C:47]([CH:46]=[CH:45][C:44]=1[N:50]1[CH2:51][C:52](=[O:63])[N:53]([CH2:57][CH2:58][Si:59]([CH3:60])([CH3:61])[CH3:62])[S:54]1(=[O:55])=[O:56])[CH2:7][C:6]1[CH:9]=[CH:10][CH:11]=[CH:12][C:5]=1[C:3]#[N:4])[C:36]1[CH:41]=[CH:40][CH:39]=[CH:38][CH:37]=1 |f:0.1,8.9.10.11.12|. Procedure: Zinc dust (240 mg, 3.69 mmol) is placed in a flask and heated under vacuum to remove traces of water. DMF (10 mL) is then added under nitrogen atmosphere. Dibromoethane (0.03 mL) is added and the mixture heated until effervescence occurs. The mixture is allowed to cool to RT and chlorotrimethylsilane (0.03 mL) is added. After 30 min, NaI (165 mg, 1.1 mmol) is added followed by 2-cyanobenzyl bromide (216 mg, 1.1 mmol) and the mixture is stirred at RT for 30 min. To this mixture is added tri-o-tol... Reactants: Cl (HCl), C(#N)C1=C(C=C(C=C1)[N+](=O)[O-])O (2-Cyano-5-nitrophenol), [O-]OOO[O-].[Na+].[Na+] (Sodium pentoxide), [I-].C[N+](N)(C)C (trimethylhydrazinium iodide). Run in CS(=O)C (DMSO). Reaction conditions: time 8 hour. The product is NC1=C(C=CC(=C1O)C#N)[N+](=O)[O-] (2-Amino-4-cyano-3-hydroxynitrobenzene). RXN SMILES: [C:1]([C:3]1[CH:8]=[CH:7][C:6]([N+:9]([O-:11])=[O:10])=[CH:5][C:4]=1[OH:12])#[N:2].[I-].C[N+:15](C)(C)N.[O-]OOO[O-].[Na+].[Na+].Cl>CS(C)=O>[NH2:15][C:5]1[C:4]([OH:12])=[C:3]([C:1]#[N:2])[CH:8]=[CH:7][C:6]=1[N+:9]([O-:11])=[O:10] |f:1.2,3.4.5|. Procedure details: Compound 477A (0.438 g, 2.67 mmol) was dissolved in 25 mL of DMSO and trimethylhydrazinium iodide (0.534 g, 2.67 mmol) was added. Sodium pentoxide (0.880 g, 8.01 mmol) was added under N2 to give a deep red solution and stirring was continued overnight at rt. The reaction mixture was poured into 50 mL of 10% HCl and extracted with EtOAc (2×25 mL). The combined organic layers were washed with water (25 mL), brine (25 mL), dried over sodium sulfate and concentrated in vacuo to give compound 477B as... Reactants: BrC1=CC(=CC=C1O)C (2-bromo-p-cresol), C([O-])([O-])=O.[K+].[K+] (potassium carbonate), C(C(C)=C)Cl (methallyl chloride). The solvent is CN(C=O)C (N,N-dimethylformamide), C(C)(=O)OCC (ethyl acetate). Run at temperature 100 celsius, time 8 hour. Yields the product BrC1=C(C=CC(=C1)C)OCC(=C)C (2-bromo-4-methyl-1-[(2-methyl-2-propenyl)oxy]benzene). The yield is 98.6%. RXN SMILES: [Br:1][C:2]1[C:7]([OH:8])=[CH:6][CH:5]=[C:4]([CH3:9])[CH:3]=1.C(=O)([O-])[O-].[K+].[K+].[CH2:16](Cl)[C:17](=[CH2:19])[CH3:18]>CN(C)C=O.C(OCC)(=O)C>[Br:1][C:2]1[CH:3]=[C:4]([CH3:9])[CH:5]=[CH:6][C:7]=1[O:8][CH2:18][C:17]([CH3:19])=[CH2:16] |f:1.2.3|. Procedure details: To a solution of 2-bromo-p-cresol (10 ml, 82.7 mmol) in N,N-dimethylformamide (200 ml) were added potassium carbonate (17.2 g, 124 mmol) and methallyl chloride (9.8 ml, 99.2 mmol), and the mixture was stirred at 100° C. overnight. The mixture was diluted with ethyl acetate, and washed with water and saturated brine. The mixture was dried over anhydrous magnesium sulfate, filtered, and concentrated. The residue was purified by silica gel column chromatography (hexane:ethyl acetate=5:1) to give 2-...